From a dataset of the Open Reaction Database (ORD), a public repository of structured organic reaction records. describe an organic reaction: reactants, conditions, products, and yield Starting materials: Cl, CC(=O)OCCOc1ccc2nc3c4ccccc4c(=O)n(-c4ccc([N+](=O)[O-])cc4)c3n2c1. Yields the product Cl, O=c1c2ccccc2c2nc3ccc(OCCO)cn3c2n1-c1ccc([N+](=O)[O-])cc1. As a reaction SMILES: [ClH:35].[N+:1](=[O:2])([O-:3])[c:4]1[cH:5][cH:6][c:7](-[n:10]2[c:11](=[O:34])[c:12]3[cH:13][cH:14][cH:15][cH:16][c:17]3[c:18]3[c:19]2[n:20]2[c:21]([n:22]3)[cH:23][cH:24][c:25]([O:27][CH2:28][CH2:29][O:30][C:31](=[O:32])[CH3:33])[cH:26]2)[cH:8][cH:9]1>>[ClH:35].[N+:1](=[O:2])([O-:3])[c:4]1[cH:5][cH:6][c:7](-[n:10]2[c:11](=[O:34])[c:12]3[cH:13][cH:14][cH:15][cH:16][c:17]3[c:18]3[c:19]2[n:20]2[c:21]([n:22]3)[cH:23][cH:24][c:25]([O:27][CH2:28][CH2:29][OH:30])[cH:26]2)[cH:8][cH:9]1. RXN SMILES: [Br:1][CH2:2][CH:3]1[O:4][CH2:5][c:6]2[c:7]([cH:9][c:10]([S:14](=[O:15])(=[O:16])[CH3:17])[cH:11][c:12]2[F:13])[O:8]1.[CH2:18]1[CH2:19][CH2:20][NH:21][CH2:22][CH2:23]1.[CH3:24][CH2:25][OH:26]>>[CH2:2]([CH:3]1[O:4][CH2:5][c:6]2[c:7]([cH:9][c:10]([S:14](=[O:15])(=[O:16])[CH3:17])[cH:11][c:12]2[F:13])[O:8]1)[N:21]1[CH2:20][CH2:19][CH2:18][CH2:23][CH2:22]1. The reactants are CS(=O)(=O)c1cc(F)c2c(c1)OC(CBr)OC2, C1CCNCC1, CCO. The product is CS(=O)(=O)c1cc(F)c2c(c1)OC(CN1CCCCC1)OC2. Starting materials: ClCCl, CC(C)(C)OC(=O)C1CCCN1c1ccc(C(F)(F)F)cc1, O=C(O)C(F)(F)F. Product: O=C(O)C1CCCN1c1ccc(C(F)(F)F)cc1, O=C(O)C(F)(F)F. Reaction SMILES: [Cl:30][CH2:31][Cl:32].[F:1][C:2]([c:3]1[cH:4][cH:5][c:6]([N:9]2[CH:10]([C:14](=[O:15])[O:16][C:17]([CH3:18])([CH3:19])[CH3:20])[CH2:11][CH2:12][CH2:13]2)[cH:7][cH:8]1)([F:21])[F:22].[F:23][C:24]([C:25](=[O:26])[OH:27])([F:28])[F:29]>>[F:1][C:2]([c:3]1[cH:4][cH:5][c:6]([N:9]2[CH:10]([C:14](=[O:15])[OH:16])[CH2:11][CH2:12][CH2:13]2)[cH:7][cH:8]1)([F:21])[F:22].[F:23][C:24]([C:25](=[O:26])[OH:27])([F:28])[F:29]. Reactants: C(C1=CC=2OCOC2C=C1)N (Piperonylamine), ClC=1C=C(C(=O)N(C=2N=C3N(CCCC3)C2C(=O)O)C)C=CC1 (2-[(3-chloro-benzoyl)-methyl-amino]-5,6,7,8-tetrahydro-imidazo[1,2-a]pyridine-3-carboxylic acid), CCN=C=NCCCN(C)C (EDCI), C1=CC2=C(N=C1)N(N=N2)O (HOAt). The solvent is C(Cl)Cl (DCM). Yields the product O1COC2=C1C=CC(=C2)CNC(=O)C2=C(N=C1N2CCCC1)N(C)C(C1=CC(=CC=C1)Cl)=O (2-[(3-chloro-benzoyl)-methyl-amino]-5,6,7,8-tetrahydro-imidazo[1,2-a]pyridine-3-carboxylic acid (benzo[1,3]dioxol-5-ylmethyl)-amide). The yield is 35.7%. RXN SMILES: [Cl:1][C:2]1[CH:3]=[C:4]([CH:21]=[CH:22][CH:23]=1)[C:5]([N:7]([CH3:20])[C:8]1[N:9]=[C:10]2[CH2:15][CH2:14][CH2:13][CH2:12][N:11]2[C:16]=1[C:17](O)=[O:18])=[O:6].CCN=C=NCCCN(C)C.C1C=NC2N(O)N=NC=2C=1.[CH2:45]([NH2:55])[C:46]1[CH:54]=[CH:53][C:52]2[O:51][CH2:50][O:49][C:48]=2[CH:47]=1>C(Cl)Cl>[O:51]1[C:52]2[CH:53]=[CH:54][C:46]([CH2:45][NH:55][C:17]([C:16]3[N:11]4[CH2:12][CH2:13][CH2:14][CH2:15][C:10]4=[N:9][C:8]=3[N:7]([C:5](=[O:6])[C:4]3[CH:21]=[CH:22][CH:23]=[C:2]([Cl:1])[CH:3]=3)[CH3:20])=[O:18])=[CH:47][C:48]=2[O:49][CH2:50]1. Procedure: 2-[(3-chloro-benzoyl)-methyl-amino]-5,6,7,8-tetrahydro-imidazo[1,2-a]pyridine-3-carboxylic acid (232 mg, 0.70 mmol), EDCI (146.6 mg, 0.76 mmol, 1.1 eq.) and HOAt (9.5 mg, 0.07 mmol, 0.1 eq.) were dissolved in DCM (10 mL). Piperonylamine (96 μL, 0.77 mmol, 1.1 eq.) was then added thereto. The reaction mixture was stirred over night and the solvent was then removed. EtOAc (70 mL) was added thereto and the reaction mixture was washed in succession with 0.5 M KHSO4 in water (70 mL) and saturated aqu... Starting materials: O=C(O)C1CN(C(=O)OCC2c3ccccc3-c3ccccc32)C1, CC(C)(C)OC(=O)N1CCC(=C(C(=O)NN)c2ccccc2)CC1, CCN=C=NCCCN(C)C, ClCCl, O, On1nnc2ccccc21. Yields the product CC(C)(C)OC(=O)N1CCC(=C(C(=O)NNC(=O)C2CN(C(=O)OCC3c4ccccc4-c4ccccc43)C2)c2ccccc2)CC1. Reaction SMILES: [C:1](=[O:2])([O:3][CH2:4][CH:5]1[c:6]2[cH:7][cH:8][cH:9][cH:10][c:11]2-[c:12]2[cH:13][cH:14][cH:15][cH:16][c:17]21)[N:18]1[CH2:19][CH:20]([C:22](=[O:23])[OH:24])[CH2:21]1.[C:46]([CH3:47])([CH3:48])([CH3:49])[O:50][C:51](=[O:52])[N:53]1[CH2:54][CH2:55][C:56](=[C:59]([C:60](=[O:61])[NH:62][NH2:63])[c:64]2[cH:65][cH:66][cH:67][cH:68][cH:69]2)[CH2:57][CH2:58]1.[CH3:35][CH2:36][N:37]=[C:38]=[N:39][CH2:40][CH2:41][CH2:42][N:43]([CH3:44])[CH3:45].[Cl:70][CH2:71][Cl:72].[OH2:73].[OH:25][n:26]1[c:27]2[c:28]([cH:29][cH:30][cH:31][cH:32]2)[n:33][n:34]1>>[C:1](=[O:2])([O:3][CH2:4][CH:5]1[c:6]2[cH:7][cH:8][cH:9][cH:10][c:11]2-[c:12]2[cH:13][cH:14][cH:15][cH:16][c:17]21)[N:18]1[CH2:19][CH:20]([C:22](=[O:23])[NH:63][NH:62][C:60]([C:59](=[C:56]2[CH2:55][CH2:54][N:53]([C:51]([O:50][C:46]([CH3:47])([CH3:48])[CH3:49])=[O:52])[CH2:58][CH2:57]2)[c:64]2[cH:65][cH:66][cH:67][cH:68][cH:69]2)=[O:61])[CH2:21]1. The reactants are C(C)OC(C)OCC#CC(O)C1=CC=C(C=C1)O (4-(1-ethoxyethoxy)-1-(4-hydroxyphenyl)-2-butyn-1-ol). Procedure details: A solution of 8.6 g (34.4 mmol) of 4-(1-ethoxyethoxy)-1-(4-hydroxyphenyl)-2-butyn-1-ol in 50 ml of methylene chloride was added dropwise ar 0° to a suspension of 89 g (1.02 mol) of manganese dioxide in 150 ml of methylene chloride. The reaction mixture was stirred at 0° for 15 minutes, filtered over magnesium sulphate and concentrated. Flash chromatography of the residue on 200 g of silica gel (elution agent ether/hexane 1:1) yielded 4-(1-ethoxyethoxy)-1-(4-hydroxyphenyl)-2-butyn-1 one as an oil... Run at time 15 minute. The solvent is C(Cl)Cl (methylene chloride), C(Cl)Cl (methylene chloride). Reaction SMILES: [CH2:1]([O:3][CH:4]([O:6][CH2:7][C:8]#[C:9][CH:10]([C:12]1[CH:17]=[CH:16][C:15]([OH:18])=[CH:14][CH:13]=1)[OH:11])[CH3:5])[CH3:2]>C(Cl)Cl.[O-2].[O-2].[Mn+4]>[CH2:1]([O:3][CH:4]([O:6][CH2:7][C:8]#[C:9][C:10]([C:12]1[CH:13]=[CH:14][C:15]([OH:18])=[CH:16][CH:17]=1)=[O:11])[CH3:5])[CH3:2] |f:2.3.4|. Product: C(C)OC(C)OCC#CC(=O)C1=CC=C(C=C1)O (4-(1-ethoxyethoxy)-1-(4-hydroxyphenyl)-2-butyn-1 one). Reagents/catalysts: [O-2].[O-2].[Mn+4] (manganese dioxide). The reactants are C(C1=CC=CC=C1)N1CCC(CC1)N(C1=NC=NC(=C1[N+](=O)[O-])Cl)CC (1-Benzyl-4-[N-ethyl-N-(6-chloro-5-nitro-4-pyrimidinyl)amino]piperidine). Reagents/catalysts: [OH-].[Pd+2].[OH-] (palladium hydroxide). Solvent: C(C)O (ethanol). Reaction conditions: time 1 hour. Product: C(C1=CC=CC=C1)N1CCC(CC1)N(C1=NC=NC=C1N)CC (1-Benzyl-4-[N-ethyl-N-(5-amino-4-pyrimidinyl)amino]piperidine). Reaction SMILES: [CH2:1]([N:8]1[CH2:13][CH2:12][CH:11]([N:14]([CH2:25][CH3:26])[C:15]2[C:20]([N+:21]([O-])=O)=[C:19](Cl)[N:18]=[CH:17][N:16]=2)[CH2:10][CH2:9]1)[C:2]1[CH:7]=[CH:6][CH:5]=[CH:4][CH:3]=1>C(O)C.[OH-].[Pd+2].[OH-]>[CH2:1]([N:8]1[CH2:13][CH2:12][CH:11]([N:14]([CH2:25][CH3:26])[C:15]2[C:20]([NH2:21])=[CH:19][N:18]=[CH:17][N:16]=2)[CH2:10][CH2:9]1)[C:2]1[CH:7]=[CH:6][CH:5]=[CH:4][CH:3]=1 |f:2.3.4|. Procedure details: 1-Benzyl-4-[N-ethyl-N-(6-chloro-5-nitro-4-pyrimidinyl)amino]piperidine (EXAMPLE 252, 3.00 g) is dissolved in 150 ml of ethanol and 0.75 g of palladium hydroxide is added. The reaction is placed on a Parr hydrogenator at 10 psi for 1 h, then filtered through diatemous earth and concentrated under reduced pressure. Purification by flash column chromatography (5% methanol/chloroform) gives the title compound. Reactants: CC(C)=O, CO, COc1cc2c(cc1F)C(=Cc1ccc(SC)cc1)C(C)=C2CC(=O)O, [O-][I+3]([O-])([O-])[O-], [Na+], O. Yields the product COc1cc2c(cc1F)C(=Cc1ccc(S(C)=O)cc1)C(C)=C2CC(=O)O. As a reaction SMILES: [CH3:33][C:34]([CH3:35])=[O:36].[CH3:38][OH:39].[F:7][c:8]1[c:9]([O:31][CH3:32])[cH:10][c:11]2[c:15]([cH:16]1)[C:14](=[CH:17][c:18]1[cH:19][cH:20][c:21]([S:24][CH3:25])[cH:22][cH:23]1)[C:13]([CH3:26])=[C:12]2[CH2:27][C:28](=[O:29])[OH:30].[I+3:1]([O-:2])([O-:3])([O-:4])[O-:5].[Na+:6].[OH2:37]>>[F:7][c:8]1[c:9]([O:31][CH3:32])[cH:10][c:11]2[c:15]([cH:16]1)[C:14](=[CH:17][c:18]1[cH:19][cH:20][c:21]([S:24]([CH3:25])=[O:36])[cH:22][cH:23]1)[C:13]([CH3:26])=[C:12]2[CH2:27][C:28](=[O:29])[OH:30]. Starting materials: COC(=O)C(C)c1ccc(C#Cc2cc(CN(C)C3CC3)c3c(c2)C(C)(C)CC(C)(C)O3)cc1, CO, [Na+], C1CCOC1, [OH-]. Product: CC(C(=O)O)c1ccc(C#Cc2cc(CN(C)C3CC3)c3c(c2)C(C)(C)CC(C)(C)O3)cc1. RXN SMILES: [CH3:1][O:2][C:3]([CH:4]([CH3:5])[c:6]1[cH:7][cH:8][c:9]([C:12]#[C:13][c:14]2[cH:15][c:16]3[c:21]([c:22]([CH2:24][N:25]([CH3:26])[CH:27]4[CH2:28][CH2:29]4)[cH:23]2)[O:20][C:19]([CH3:30])([CH3:31])[CH2:18][C:17]3([CH3:32])[CH3:33])[cH:10][cH:11]1)=[O:34].[CH3:37][OH:38].[Na+:36].[O:39]1[CH2:40][CH2:41][CH2:42][CH2:43]1.[OH-:35]>>[O:2]=[C:3]([CH:4]([CH3:5])[c:6]1[cH:7][cH:8][c:9]([C:12]#[C:13][c:14]2[cH:15][c:16]3[c:21]([c:22]([CH2:24][N:25]([CH3:26])[CH:27]4[CH2:28][CH2:29]4)[cH:23]2)[O:20][C:19]([CH3:30])([CH3:31])[CH2:18][C:17]3([CH3:32])[CH3:33])[cH:10][cH:11]1)[OH:34]. Starting materials: COC1=CC=C(COC2=CNC=CC2=O)C=C1 (3-[(4-methoxybenzyl)oxy]pyridin-4(1H)-one), BrC1=NC(=CC=C1)Br (2,6-dibromopyridine), C(=O)([O-])[O-].[K+].[K+] (K2CO3). Solvent: CS(=O)C (DMSO). Conditions: temperature 120 celsius. Product: BrC1=CC=CC(=N1)N1C=C(C(C=C1)=O)OCC1=CC=C(C=C1)OC (6′-bromo-3-[(4-methoxybenzyl)oxy]-4H-1,2′-bipyridin-4-one). As a reaction SMILES: [CH3:1][O:2][C:3]1[CH:17]=[CH:16][C:6]([CH2:7][O:8][C:9]2[C:14](=[O:15])[CH:13]=[CH:12][NH:11][CH:10]=2)=[CH:5][CH:4]=1.[Br:18][C:19]1[CH:24]=[CH:23][CH:22]=[C:21](Br)[N:20]=1.C([O-])([O-])=O.[K+].[K+]>CS(C)=O>[Br:18][C:19]1[N:20]=[C:21]([N:11]2[CH:12]=[CH:13][C:14](=[O:15])[C:9]([O:8][CH2:7][C:6]3[CH:5]=[CH:4][C:3]([O:2][CH3:1])=[CH:17][CH:16]=3)=[CH:10]2)[CH:22]=[CH:23][CH:24]=1 |f:2.3.4|. Procedure: A mixture of 3-[(4-methoxybenzyl)oxy]pyridin-4(1H)-one (2.31 g, 10 mmol), 2,6-dibromopyridine (4.74 g, 20 mmol), and K2CO3 (3.45 g, 25 mmol) in DMSO was heated at 120° C. overnight. After cooling to rt, the solid was removed by filtration and the DMSO solution was purified by flash chromatography to give 6′-bromo-3-[(4-methoxybenzyl)oxy]-4H-1,2′-bipyridin-4-one. 1H NMR (600 MHz, DMSO): δ 8.42 (dd, J=7.7, 2.4 Hz, 1 H); 8.22 (d, J=2.4 Hz, 1 H); 8.03-7.96 (m, 1 H); 7.96-7.89 (m, 1 H); 7.71 (t, J=7....